From a dataset of the Open Reaction Database (ORD), a public repository of structured organic reaction records. describe an organic reaction: reactants, conditions, products, and yield Starting materials: O1CC(C1)=O (oxetan-3-one), C(#N)[BH3-].[Na+] (sodium cyanoborohydride), CC1(CCNCC1)CN1N=CC(=C1)C1=CC=C(C=C1)NC(=O)C1CN(C1)C=1N=NC(=CC1)C (N-(4-(1-((4-Methylpiperidin-4-yl)methyl)-1H-pyrazol-4-yl)phenyl)-1-(6-methylpyridazin-3-yl)azetidine-3-carboxamide). The solvent is CO (methanol). Product: CC1(CCN(CC1)C1COC1)CN1N=CC(=C1)C1=CC=C(C=C1)NC(=O)C1CN(C1)C=1N=NC(=CC1)C (N-[4-(1-{[4-methyl-1-(oxetan-3-yl)piperidin-4-yl]methyl}-1H-pyrazol-4-yl)phenyl]-1-(6-methylpyridazin-3-yl)azetidine-3-carboxamide). As a reaction SMILES: [CH3:1][C:2]1([CH2:8][N:9]2[CH:13]=[C:12]([C:14]3[CH:19]=[CH:18][C:17]([NH:20][C:21]([CH:23]4[CH2:26][N:25]([C:27]5[N:28]=[N:29][C:30]([CH3:33])=[CH:31][CH:32]=5)[CH2:24]4)=[O:22])=[CH:16][CH:15]=3)[CH:11]=[N:10]2)[CH2:7][CH2:6][NH:5][CH2:4][CH2:3]1.[O:34]1[CH2:37][C:36](=O)[CH2:35]1.C([BH3-])#N.[Na+]>CO>[CH3:1][C:2]1([CH2:8][N:9]2[CH:13]=[C:12]([C:14]3[CH:15]=[CH:16][C:17]([NH:20][C:21]([CH:23]4[CH2:26][N:25]([C:27]5[N:28]=[N:29][C:30]([CH3:33])=[CH:31][CH:32]=5)[CH2:24]4)=[O:22])=[CH:18][CH:19]=3)[CH:11]=[N:10]2)[CH2:7][CH2:6][N:5]([CH:36]2[CH2:37][O:34][CH2:35]2)[CH2:4][CH2:3]1 |f:2.3|. Procedure: N-(4-(1-((4-Methylpiperidin-4-yl)methyl)-1H-pyrazol-4-yl)phenyl)-1-(6-methylpyridazin-3-yl)azetidine-3-carboxamide was dissolved in methanol (3 ml) and treated with oxetan-3-one (0.022 ml, 0.338 mmol) and sodium cyanoborohydride (0.021 g, 0.338 mmol) and stiffed overnight. The mixture was concentrated, purified by normal phase chromatography, triturated with ether and concentrated to give the title compound. 1H NMR (400 MHz, DMSO-d6) δ ppm 10.09 (s, 1H), 8.05 (s, 1H), 7.82 (s, 1H), 7.64-7.58 (m,... Starting materials: ClC1=C(C=C(C(=C1)Cl)OC(C)C)NN (2,4-dichloro-5-(1-methylethoxy)phenylhydrazine), FC(C#N)(F)F (Trifluoroacetonitrile). Solvent: CO (methanol), CCCCC (pentane). Conditions: time 30 minute. The product is ClC1=C(NNC(C(F)(F)F)=N)C=C(C(=C1)Cl)OC(C)C (N-[2,4-dichloro-5-(1-methylethoxy)anilino]trifluoroacetamidine). Isolated yield 87.8%. RXN SMILES: [Cl:1][C:2]1[CH:7]=[C:6]([Cl:8])[C:5]([O:9][CH:10]([CH3:12])[CH3:11])=[CH:4][C:3]=1[NH:13][NH2:14].[F:15][C:16]([F:20])([F:19])[C:17]#[N:18]>CO.CCCCC>[Cl:1][C:2]1[CH:7]=[C:6]([Cl:8])[C:5]([O:9][CH:10]([CH3:12])[CH3:11])=[CH:4][C:3]=1[NH:13][NH:14][C:17](=[NH:18])[C:16]([F:20])([F:19])[F:15]. Procedure details: Under a dry nitrogen atmosphere a stirred solution of 2.4 g (0.01 mole) of 2,4-dichloro-5-(1-methylethoxy)phenylhydrazine in 140 mL of methanol was cooled to -60° C. in a dry ice-isopropanol bath. Trifluoroacetonitrile (23.2 g, 0.24 mole) was bubbled into the cold solution during a two minute period. After complete addition the cold solution was stirred for 30 minutes, then allowed to warm slowly to room temperature during the next three hours. A stream of nitrogen gas was bubbled into the room ... Reactants: COC(C1=CN=C(C(=C1)Br)Cl)=O (5-bromo-6-chloro-nicotinic acid methyl ester), N[C@H](CC(C)C)CO ((R)-(−)-leucinol), N1CCCC1 (pyrrolidine), FC1=C(C=CC=C1)B(O)O (2-fluorophenyl-boronic acid). Yields the product FC1=C(C=CC=C1)C=1C(=NC=C(C(=O)N[C@H](CC(C)C)CO)C1)N1CCCC1 (5-(2-Fluoro-phenyl)-N—((R)-1-hydroxymethyl-3-methyl-butyl)-6-pyrrolidin-1-yl-nicotinamide). As a reaction SMILES: CO[C:3](=[O:12])[C:4]1[CH:9]=[C:8](Br)[C:7](Cl)=[N:6][CH:5]=1.[NH:13]1[CH2:17][CH2:16][CH2:15][CH2:14]1.[F:18][C:19]1[CH:24]=[CH:23][CH:22]=[CH:21][C:20]=1B(O)O.[NH2:28][C@@H:29]([CH2:34][OH:35])[CH2:30][CH:31]([CH3:33])[CH3:32]>>[F:18][C:19]1[CH:24]=[CH:23][CH:22]=[CH:21][C:20]=1[C:8]1[C:7]([N:13]2[CH2:17][CH2:16][CH2:15][CH2:14]2)=[N:6][CH:5]=[C:4]([CH:9]=1)[C:3]([NH:28][C@@H:29]([CH2:34][OH:35])[CH2:30][CH:31]([CH3:33])[CH3:32])=[O:12]. Reported procedure: The title compound was synthesized in analogy to the procedure described for the preparation of Example 43, using 5-bromo-6-chloro-nicotinic acid methyl ester, pyrrolidine (commercially available), 2-fluorophenyl-boronic acid (commercially available) and (R)-(−)-leucinol (commercially available) as starting materials. MS (ISP): 386.4 (M+H+). Reactants: CC(C)(C)[SiH2]OC(C)(C)c1nc(C=O)co1, C[Al](C)C, Cc1ccccc1, [Cl-], ClCCl, N#N, [NH4+]. Product: CC(O)c1coc(C(C)(C)O[SiH2]C(C)(C)C)n1. Reaction SMILES: [C:3]([CH3:4])([CH3:5])([CH3:6])[SiH2:7][O:8][C:9]([c:10]1[o:11][cH:12][c:13]([CH:15]=[O:16])[n:14]1)([CH3:17])[CH3:18].[CH3:19][Al:20]([CH3:21])[CH3:22].[CH3:28][c:29]1[cH:30][cH:31][cH:32][cH:33][cH:34]1.[Cl-:23].[Cl:25][CH2:26][Cl:27].[N:1]#[N:2].[NH4+:24]>>[C:3]([CH3:4])([CH3:5])([CH3:6])[SiH2:7][O:8][C:9]([c:10]1[o:11][cH:12][c:13]([CH:15]([OH:16])[CH3:19])[n:14]1)([CH3:17])[CH3:18].